Dataset: the Open Reaction Database (ORD), a public repository of structured organic reaction records. Task: describe an organic reaction: reactants, conditions, products, and yield Starting materials: CC(C(=O)O)c1ccc(-c2ccccc2)c(F)c1, CNOC. Isolated yield 79.2%. Reagents/catalysts: CCOP(=O)(OCC)ON1C(=O)C2=CC=CC=C2N=N1 (DEPBT), CCN(C(C)C)C(C)C (DIPEA). Run in CN(C)C=O (DMF), CN(C)C=O (DMF), CN(C)C=O (DMF), CN(C)C=O (DMF), CN(C)C=O (DMF), CN(C)C=O (DMF). The product is CON(C)C(=O)C(C)c1ccc(-c2ccccc2)c(F)c1. As a reaction SMILES: CNOC.CC(C(=O)O)c1ccc(-c2ccccc2)c(F)c1.CCOP(=O)(OCC)ON1C(=O)C2=CC=CC=C2N=N1.CCN(C(C)C)C(C)C.CN(C)C=O>>CON(C)C(=O)C(C)c1ccc(-c2ccccc2)c(F)c1. Reaction conditions: temperature 25 celsius, time 2 hour. The reactants are CCN(C(C)C)C(C)C, Cl, CCI, CN(C)C=O, O=c1ccc2ccc(OCCCNCC3COc4ccc(O)cc4O3)cc2o1. Product: CCN(CCCOc1ccc2ccc(=O)oc2c1)CC1COc2ccc(O)cc2O1. Reaction SMILES: [CH:30]([CH3:31])([N:32]([CH:33]([CH3:34])[CH3:35])[CH2:36][CH3:37])[CH3:38].[ClH:1].[I:39][CH2:40][CH3:41].[O:42]=[CH:43][N:44]([CH3:45])[CH3:46].[OH:2][c:3]1[cH:4][cH:5][c:6]2[c:7]([cH:29]1)[O:8][CH:9]([CH2:12][NH:13][CH2:14][CH2:15][CH2:16][O:17][c:18]1[cH:19][c:20]3[c:21]([cH:22][cH:23][c:24](=[O:26])[o:25]3)[cH:27][cH:28]1)[CH2:10][O:11]2>>[OH:2][c:3]1[cH:4][cH:5][c:6]2[c:7]([cH:29]1)[O:8][CH:9]([CH2:12][N:13]([CH2:14][CH2:15][CH2:16][O:17][c:18]1[cH:19][c:20]3[c:21]([cH:22][cH:23][c:24](=[O:26])[o:25]3)[cH:27][cH:28]1)[CH2:30][CH3:31])[CH2:10][O:11]2. Reactants: FC(C1=CC(N(C(N1)=O)CC1=CC=C(C=C1)OC)=O)(F)F (6-trifluoromethyl-3-(4-methoxy-phenylmethyl)-2,4(1H,3H)-pyrimidinedione), C([O-])([O-])=O.[K+].[K+] (potassium carbonate), CI (methyl iodide), ice, Cl (hydrochloric acid). The solvent is CN(C=O)C (N,N-dimethylform-amide). Conditions: time 18 hour. Product: CN1C(N(C(C=C1C(F)(F)F)=O)CC1=CC=C(C=C1)OC)=O (1-methyl-6-trifluoromethyl-3-(4-methoxyphenylmethyl)-2,4(1H,3H)-pyrimidinedione). Isolated yield 66.8%. Reaction SMILES: [F:1][C:2]([F:21])([F:20])[C:3]1[NH:8][C:7](=[O:9])[N:6]([CH2:10][C:11]2[CH:16]=[CH:15][C:14]([O:17][CH3:18])=[CH:13][CH:12]=2)[C:5](=[O:19])[CH:4]=1.[C:22](=O)([O-])[O-].[K+].[K+].CI.Cl>CN(C)C=O>[CH3:22][N:8]1[C:3]([C:2]([F:1])([F:20])[F:21])=[CH:4][C:5](=[O:19])[N:6]([CH2:10][C:11]2[CH:12]=[CH:13][C:14]([O:17][CH3:18])=[CH:15][CH:16]=2)[C:7]1=[O:9] |f:1.2.3|. Procedure: A solution of 3.0 grams (0.01 mole) of 6-trifluoromethyl-3-(4-methoxy-phenylmethyl)-2,4(1H,3H)-pyrimidinedione in 25 mL of N,N-dimethylform-amide was stirred and 1.4 grams (excess) of potassium carbonate was added. To this was then added 0.7 mL (0.01 mole) of methyl iodide. Upon completion of the addition the reaction mixture was stirred at ambient temperature for about 18 hours, then poured into a mixture of 100 mL of ice and 100 mL of aqueous 10% hydrochloric acid. The resultant solid was coll... Starting materials: O=C([O-])[O-], CCOC(=O)C(Cc1ccc(O)cc1)OC, BrCCBr, CCO, [K+], [K+], [Mg+2], O=S(=O)([O-])[O-]. The product is CCOC(=O)C(Cc1ccc(OCCBr)cc1)OC. Reaction SMILES: [C:17](=[O:18])([O-:19])[O-:20].[CH2:1]([CH3:2])[O:3][C:4]([CH:5]([CH2:6][c:7]1[cH:8][cH:9][c:10]([OH:13])[cH:11][cH:12]1)[O:14][CH3:15])=[O:16].[CH2:29]([CH2:30][Br:31])[Br:32].[CH3:33][CH2:34][OH:35].[K+:21].[K+:22].[Mg+2:23].[O-:24][S:25](=[O:26])(=[O:27])[O-:28]>>[CH2:1]([CH3:2])[O:3][C:4]([CH:5]([CH2:6][c:7]1[cH:8][cH:9][c:10]([O:13][CH2:29][CH2:30][Br:31])[cH:11][cH:12]1)[O:14][CH3:15])=[O:16].